This data is from the Open Reaction Database (ORD), a public repository of structured organic reaction records. The task is: describe an organic reaction: reactants, conditions, products, and yield Reactants: CCOC(=O)C1CC(NC(C)=O)CC1CC, Cl, [Na+], [OH-]. Product: CCC1CC(NC(C)=O)CC1C(=O)O. RXN SMILES: [C:1]([CH3:2])(=[O:3])[NH:4][CH:5]1[CH2:6][CH:7]([CH2:15][CH3:16])[CH:8]([C:10](=[O:11])[O:12][CH2:13][CH3:14])[CH2:9]1.[ClH:19].[Na+:18].[OH-:17]>>[C:1]([CH3:2])(=[O:3])[NH:4][CH:5]1[CH2:6][CH:7]([CH2:15][CH3:16])[CH:8]([C:10](=[O:11])[OH:12])[CH2:9]1.